Dataset: the Open Reaction Database (ORD), a public repository of structured organic reaction records. Task: describe an organic reaction: reactants, conditions, products, and yield Starting materials: Cl.N1=CC=CC=C1 (pyridine hydrochloride), C(C)OC1=CC=C(C=C1)N1C(=NN(C1=S)C)C(F)(F)F (4-(4-ethoxyphenyl)-3-trifluoromethyl-4,5-dihydro-1-methyl-1,2,4-triazol-5(1H)-thione). Solvent: O (water). Conditions: temperature 215 celsius, time 1 hour. Yields the product FC(C1=NN(C(N1C1=CC=C(C=C1)O)=S)C)(F)F (3-trifluoromethyl-4,5-dihydro-4-(4-hydroxyphenyl)-1-methyl-1,2,4-triazol-5(1H)-thione). The yield is 71.1%. Reaction SMILES: Cl.N1C=CC=CC=1.C([O:10][C:11]1[CH:16]=[CH:15][C:14]([N:17]2[C:21](=[S:22])[N:20]([CH3:23])[N:19]=[C:18]2[C:24]([F:27])([F:26])[F:25])=[CH:13][CH:12]=1)C>O>[F:26][C:24]([F:25])([F:27])[C:18]1[N:17]([C:14]2[CH:13]=[CH:12][C:11]([OH:10])=[CH:16][CH:15]=2)[C:21](=[S:22])[N:20]([CH3:23])[N:19]=1 |f:0.1|. Procedure details: A mixture of 12.6 g (0.109 mole) of pyridine hydrochloride and 11.0 g (0.0363 mole) of 4-(4-ethoxyphenyl)-3-trifluoromethyl-4,5-dihydro-1-methyl-1,2,4-triazol-5(1H)-thione was heated at 215° C. and stirred for one hour. The mixture was cooled and dissolved in water. The aqueous solution was extracted with a mixture of tetrahydrofuran:diethyl ether (50:50). The organic phase was extracted with an aqueous, 10% sodium hydroxide solution. The basic extract was acidified, forming a precipitate. This ... The solvent is CN(C)C=O (DMF). The product is [N+](=O)([O-])C1=CC=CC=2N(C=NC21)C(C(=O)OCC)CCCCCC (ethyl 2-(4-nitro-1H-benzimidazol-1-yl)octanoate). Starting materials: [H-].[Na+] (Sodium hydride), [N+](=O)([O-])C1=CC=CC=2N=CNC21 (4-Nitrobenzimidazole), BrC(C(=O)OCC)CCCCCC (Ethyl 2-bromooctanoate). Procedure: 4-Nitrobenzimidazole (41.7 mmoles, 6.8 g) was dissolved in 200 ml DMF. Sodium hydride (47.5 mmoles, 1.9 g of 60% in mineral oil) was added portionwise. The reaction was stirred for 30 minutes. Ethyl 2-bromooctanoate was added. The reaction stirred at room temperature for 3 hours and concentrated. Ethyl acetate and water were added; and the layers separated. The organic layer was washed with brine, dried over sodium sulfate and concentrated. The intermediate was purified by HPLC over silica gel e... Reaction SMILES: [N+:1]([C:4]1[C:12]2[NH:11][CH:10]=[N:9][C:8]=2[CH:7]=[CH:6][CH:5]=1)([O-:3])=[O:2].[H-].[Na+].Br[CH:16]([CH2:22][CH2:23][CH2:24][CH2:25][CH2:26][CH3:27])[C:17]([O:19][CH2:20][CH3:21])=[O:18]>CN(C=O)C>[N+:1]([C:4]1[C:12]2[N:11]=[CH:10][N:9]([CH:16]([CH2:22][CH2:23][CH2:24][CH2:25][CH2:26][CH3:27])[C:17]([O:19][CH2:20][CH3:21])=[O:18])[C:8]=2[CH:7]=[CH:6][CH:5]=1)([O-:3])=[O:2] |f:1.2|. Reaction conditions: time 30 minute. The reactants are CC=1C=CC(=C(C#N)C1)[N+](=O)[O-] (5-methyl-2-nitrobenzonitrile), C1(=CC=CC=C1)P(C1=CC=CC=C1)C1=CC=CC=C1 (triphenylphosphine), C1CC(=O)N(C1=O)Br (NBS), resultant product ( 3b ). Product: [Br-].C(#N)C=1C=C(C[P+](C2=CC=CC=C2)(C2=CC=CC=C2)C2=CC=CC=C2)C=CC1[N+](=O)[O-] (3-cyano-4-nitrobenzyltriphenylphosphonium bromide). RXN SMILES: [CH3:1][C:2]1[CH:3]=[CH:4][C:5]([N+:10]([O-:12])=[O:11])=[C:6]([CH:9]=1)[C:7]#[N:8].C1C(=O)N([Br:20])C(=O)C1.[C:21]1([P:27]([C:34]2[CH:39]=[CH:38][CH:37]=[CH:36][CH:35]=2)[C:28]2[CH:33]=[CH:32][CH:31]=[CH:30][CH:29]=2)[CH:26]=[CH:25][CH:24]=[CH:23][CH:22]=1>>[Br-:20].[C:7]([C:6]1[CH:9]=[C:2]([CH:3]=[CH:4][C:5]=1[N+:10]([O-:12])=[O:11])[CH2:1][P+:27]([C:28]1[CH:29]=[CH:30][CH:31]=[CH:32][CH:33]=1)([C:34]1[CH:39]=[CH:38][CH:37]=[CH:36][CH:35]=1)[C:21]1[CH:22]=[CH:23][CH:24]=[CH:25][CH:26]=1)#[N:8] |f:3.4|. Procedure: Benzylic bromination of 5-methyl-2-nitrobenzonitrile by NBS by the standard procedure followed by treatment of the resultant product (3b) with triphenylphosphine gave 3-cyano-4-nitrobenzyltriphenylphosphonium bromide in good yield.